From a dataset of the Open Reaction Database (ORD), a public repository of structured organic reaction records. describe an organic reaction: reactants, conditions, products, and yield Reactants: CC(CCN)(C)C (3,3-dimethylbutylamine), C(=O)O[C@H]1[C@H](O[C@H]([C@@H]1OC=O)N1C2=NC(=NC(=C2N=C1)NC(CC)CC)NCCC=1N=CN(C1)C)C1=CC(=NO1)CC ((2S,3S,4R,5R)-2-(3-Ethyl-isoxazol-5-yl)-5-{6-(1-ethyl-propylamino)-2-[2-(1-methyl-1H-imidazol-4-yl)-ethylamino]-purin-9-yl}-tetrahydro-furan-3,4-diol diformate). Yields the product C(=O)O[C@H]1[C@@H](O[C@@H]([C@@H]1OC=O)C1=CC(=NO1)CC)N1C2=NC(=NC(=C2N=C1)NCCC(C)(C)C)NCCC=1N=CN(C1)C ((2R,3R,4S,5S)-2-{6-(3,3-Dimethyl-butylamino)-2-[2-(1-methyl-1H-imidazol-4-yl)-ethylamino]-purin-9-yl}-5-(3-ethyl-isoxazol-5-yl)-tetrahydro-furan-3,4-diol diformate). Reaction SMILES: [CH3:1][C:2]([CH3:7])([CH3:6])[CH2:3][CH2:4][NH2:5].[CH:8]([O:10][C@@H:11]1[C@@H:15]([O:16][CH:17]=[O:18])[C@H:14]([N:19]2[CH:27]=[N:26][C:25]3[C:20]2=[N:21][C:22]([NH:34][CH2:35][CH2:36][C:37]2[N:38]=[CH:39][N:40]([CH3:42])[CH:41]=2)=[N:23][C:24]=3NC(CC)CC)[O:13][C@@H:12]1[C:43]1[O:47][N:46]=[C:45]([CH2:48][CH3:49])[CH:44]=1)=[O:9]>>[CH:17]([O:16][C@@H:15]1[C@@H:11]([O:10][CH:8]=[O:9])[C@@H:12]([C:43]2[O:47][N:46]=[C:45]([CH2:48][CH3:49])[CH:44]=2)[O:13][C@H:14]1[N:19]1[CH:27]=[N:26][C:25]2[C:20]1=[N:21][C:22]([NH:34][CH2:35][CH2:36][C:37]1[N:38]=[CH:39][N:40]([CH3:42])[CH:41]=1)=[N:23][C:24]=2[NH:5][CH2:4][CH2:3][C:2]([CH3:7])([CH3:6])[CH3:1])=[O:18]. Reported procedure: Example 7 was prepared in an analogous manner to Example 4 using 3,3-dimethylbutylamine (0.006 g, 0.056 mmol) and 2-(1-methyl-1H-imidazol-4-yl)ethylamine (0.035 g, 0.28 mmol; generated as in Example 5) at 90° C. for 5 days. The title compound was afforded after freeze-drying as a brown solid (0.007 g). LC/MS SYSTEM A Rt=3.80 mins, m/z=540 MH+. Starting materials: CC#N, Cn1nc(-n2ncc(C#N)c2N)cc1OC(F)F, O=S(=O)(Cl)Cl. Yields the product Cn1nc(-n2ncc(C#N)c2N)c(Cl)c1OC(F)F. Reaction SMILES: [CH3:24][C:25]#[N:26].[NH2:1][c:2]1[c:3]([C:17]#[N:18])[cH:4][n:5][n:6]1-[c:7]1[n:8][n:9]([CH3:16])[c:10]([O:12][CH:13]([F:14])[F:15])[cH:11]1.[S:19]([Cl:20])(=[O:21])([Cl:22])=[O:23]>>[NH2:1][c:2]1[c:3]([C:17]#[N:18])[cH:4][n:5][n:6]1-[c:7]1[n:8][n:9]([CH3:16])[c:10]([O:12][CH:13]([F:14])[F:15])[c:11]1[Cl:22]. The yield is 14.6%. Reported procedure: The title compound (7.1 mg, 15%) was prepared from (4-{[(phenylmethyl)amino]carbonyl}phenyl)boronic acid (25.5 mg, 0.1 mmol) and 1-methylethyl 4-{[(4-bromophenyl)oxy]methyl}-1-piperidinecarboxylate (Example 9, Step 2, 36 mg, 0.10 mmol) in a manner similar to Example 9, Step 3. LRMS (ESI), m/z 487 (M+H). Starting materials: C1(=CC=CC=C1)CNC(=O)C1=CC=C(C=C1)B(O)O ((4-{[(phenylmethyl)amino]carbonyl}phenyl)boronic acid), BrC1=CC=C(C=C1)OCC1CCN(CC1)C(=O)OC(C)C (1-methylethyl 4-{[(4-bromophenyl)oxy]methyl}-1-piperidinecarboxylate). Product: C1(=CC=CC=C1)CNC(=O)C1=CC=C(C=C1)C1=CC=C(C=C1)OCC1CCN(CC1)C(=O)OC(C)C (1-Methylethyl 4-{[(4′-{[(phenylmethyl)amino]carbonyl}-4-biphenylyl)oxy]methyl}-1-piperidinecarboxylate). RXN SMILES: [C:1]1([CH2:7][NH:8][C:9]([C:11]2[CH:16]=[CH:15][C:14](B(O)O)=[CH:13][CH:12]=2)=[O:10])[CH:6]=[CH:5][CH:4]=[CH:3][CH:2]=1.Br[C:21]1[CH:26]=[CH:25][C:24]([O:27][CH2:28][CH:29]2[CH2:34][CH2:33][N:32]([C:35]([O:37][CH:38]([CH3:40])[CH3:39])=[O:36])[CH2:31][CH2:30]2)=[CH:23][CH:22]=1>>[C:1]1([CH2:7][NH:8][C:9]([C:11]2[CH:16]=[CH:15][C:14]([C:21]3[CH:22]=[CH:23][C:24]([O:27][CH2:28][CH:29]4[CH2:30][CH2:31][N:32]([C:35]([O:37][CH:38]([CH3:40])[CH3:39])=[O:36])[CH2:33][CH2:34]4)=[CH:25][CH:26]=3)=[CH:13][CH:12]=2)=[O:10])[CH:6]=[CH:5][CH:4]=[CH:3][CH:2]=1. The reactants are C(CCC)N(S(=O)(=O)C=1C=C(C=CC1Cl)C(CCl)=O)CCCC (3'-di-n-butylsulfamoyl-2,4'-dichloro-acetophenone), C(C)NC(=S)NCC (1,3-diethylthiourea). Yields the product Cl.C(C)N1C(SCC1(O)C1=CC(=C(C=C1)Cl)S(N(CCCC)CCCC)(=O)=O)=NCC (3-Ethyl-2-ethylimino-4-(3-di-n-butylsulfamoyl-4-chloro-phenyl)-1,3-thiazolidine-4-ol-hydrochloride). RXN SMILES: [CH2:1]([N:5]([CH2:20][CH2:21][CH2:22][CH3:23])[S:6]([C:9]1[CH:10]=[C:11]([C:16](=[O:19])[CH2:17]Cl)[CH:12]=[CH:13][C:14]=1[Cl:15])(=[O:8])=[O:7])[CH2:2][CH2:3][CH3:4].[CH2:24]([NH:26][C:27]([NH:29][CH2:30][CH3:31])=[S:28])[CH3:25]>>[ClH:15].[CH2:30]([N:29]1[C:16]([C:11]2[CH:12]=[CH:13][C:14]([Cl:15])=[C:9]([S:6](=[O:8])(=[O:7])[N:5]([CH2:20][CH2:21][CH2:22][CH3:23])[CH2:1][CH2:2][CH2:3][CH3:4])[CH:10]=2)([OH:19])[CH2:17][S:28][C:27]1=[N:26][CH2:24][CH3:25])[CH3:31] |f:2.3|. Reported procedure: 7.0 g of 3'-di-n-butylsulfamoyl-2,4'-dichloro-acetophenone were reacted according to Example 12 with 2.7 g of 1,3-diethylthiourea and worked up. Colorless solid body, decomposition beginning at 139° C, γ C=N 1615 cm-1. Reported procedure: The coupling of 9-methyl-3,4,5,6-tetrahydro-1H-2,5-ethanoazepino[4,3-b]indole (226 mg, 1.0 mmol; Example 2B) and 1-(trifluoromethyl)-3-vinylbenzene (344 mg, 2.0 mmol; Aldrich) was performed according to the procedure described in Example 114B to afford the title compound: 1H NMR (300 MHz, methanol-d4) δ ppm 1.45-1.55 (m, 2H), 1.78-1.88 (m, 2H), 2.39 (s, 3H), 2.84-2.93 (m, 3H), 3.04-3.13 (m, 4H), 4.13 (s, 2H), 4.37 (t, J=6 Hz, 2H), 6.91 (d, J=8 Hz, 1H), 7.09 (s, 1H), 7.11-7.16 (m, 3H), 7.33 (t, J... Reaction SMILES: [CH3:1][C:2]1[CH:10]=[CH:9][C:8]2[NH:7][C:6]3[CH:11]4[CH2:17][CH2:16][N:14]([CH2:15][C:5]=3[C:4]=2[CH:3]=1)[CH2:13][CH2:12]4.[F:18][C:19]([F:29])([F:28])[C:20]1[CH:25]=[CH:24][CH:23]=[C:22]([CH:26]=[CH2:27])[CH:21]=1>>[CH3:1][C:2]1[CH:10]=[CH:9][C:8]2[N:7]([CH2:27][CH2:26][C:22]3[CH:23]=[CH:24][CH:25]=[C:20]([C:19]([F:18])([F:28])[F:29])[CH:21]=3)[C:6]3[CH:11]4[CH2:12][CH2:13][N:14]([CH2:15][C:5]=3[C:4]=2[CH:3]=1)[CH2:16][CH2:17]4. Product: CC1=CC=2C3=C(N(C2C=C1)CCC1=CC(=CC=C1)C(F)(F)F)C1CCN(C3)CC1 (9-methyl-6-{2-[3-(trifluoromethyl)phenyl]ethyl}-3,4,5,6-tetrahydro-1H-2,5-ethanoazepino[4,3-b]indole). Starting materials: CC1=CC=2C3=C(NC2C=C1)C1CCN(C3)CC1 (9-methyl-3,4,5,6-tetrahydro-1H-2,5-ethanoazepino[4,3-b]indole), FC(C1=CC(=CC=C1)C=C)(F)F (1-(trifluoromethyl)-3-vinylbenzene). The reactants are NC1=C(C(=NC2=CC=CC(=C12)OCC(C)(C)N)C)C(=O)OCC (ethyl 4-amino-5-(2-amino-2-methylpropoxy)-2-methylquinoline-3-carboxylate), C(CC)(=O)O (propionic acid). Product: NC1=C(C(=NC2=CC=CC(=C12)OCC(C)(NC(CC)=O)C)C)C(=O)OCC (ethyl 4-amino-2-methyl-5-(2-methyl-2-propionamidopropoxy)quinoline-3-carboxylate). Reaction SMILES: [NH2:1][C:2]1[C:11]2[C:6](=[CH:7][CH:8]=[CH:9][C:10]=2[O:12][CH2:13][C:14]([NH2:17])([CH3:16])[CH3:15])[N:5]=[C:4]([CH3:18])[C:3]=1[C:19]([O:21][CH2:22][CH3:23])=[O:20].[C:24](O)(=[O:27])[CH2:25][CH3:26]>>[NH2:1][C:2]1[C:11]2[C:6](=[CH:7][CH:8]=[CH:9][C:10]=2[O:12][CH2:13][C:14]([CH3:16])([NH:17][C:24](=[O:27])[CH2:25][CH3:26])[CH3:15])[N:5]=[C:4]([CH3:18])[C:3]=1[C:19]([O:21][CH2:22][CH3:23])=[O:20]. Procedure: Prepared as in Example 24a from ethyl 4-amino-5-(2-amino-2-methylpropoxy)-2-methylquinoline-3-carboxylate (Example 24b) and propionic acid as a pale-yellow solid (23%). MS 374 (MH+). Starting materials: CCOC(C)=O, CC#N, CC(C)=CCCC(C)=CCC(CC=C(C)CCC=C(C)C)C(=O)O, C(=NC1CCCCC1)=NC1CCCCC1, O=[N+]([O-])c1ccc(O)cc1. Yields the product CC(C)=CCCC(C)=CCC(CC=C(C)CCC=C(C)C)C(=O)Oc1ccc([N+](=O)[O-])cc1. RXN SMILES: [C:50]([O:51][CH2:52][CH3:53])(=[O:54])[CH3:55].[C:56](#[N:57])[CH3:58].[CH2:1]([CH:2]=[C:3]([CH3:4])[CH2:5][CH2:6][CH:7]=[C:8]([CH3:9])[CH3:10])[CH:11]([C:12](=[O:13])[OH:14])[CH2:15][CH:16]=[C:17]([CH3:18])[CH2:19][CH2:20][CH:21]=[C:22]([CH3:23])[CH3:24].[CH:35]1([N:36]=[C:37]=[N:38][CH:39]2[CH2:40][CH2:41][CH2:42][CH2:43][CH2:44]2)[CH2:45][CH2:46][CH2:47][CH2:48][CH2:49]1.[N+:25](=[O:26])([O-:27])[c:28]1[cH:29][cH:30][c:31]([OH:34])[cH:32][cH:33]1>>[CH2:1]([CH:2]=[C:3]([CH3:4])[CH2:5][CH2:6][CH:7]=[C:8]([CH3:9])[CH3:10])[CH:11]([C:12]([O:13][c:31]1[cH:30][cH:29][c:28]([N+:25](=[O:26])[O-:27])[cH:33][cH:32]1)=[O:14])[CH2:15][CH:16]=[C:17]([CH3:18])[CH2:19][CH2:20][CH:21]=[C:22]([CH3:23])[CH3:24]. The reactants are CC1C(CC(C1)=O)C(=O)OCC (ethyl 2-methyl-4-oxocyclopentanecarboxylate), C(C)(=O)O[BH-](OC(C)=O)OC(C)=O.[Na+] (sodium triacetoxyborohydride), CC(=O)O (AcOH), C(C1=CC=CC=C1)NCC1=CC=CC=C1 (dibenzylamine), C(=O)(O)[O-].[Na+] (NaHCO3). The solvent is ClCCCl (DCE). Run at temperature 0 celsius, time 20 hour. Yields the product C(C1=CC=CC=C1)N(C1CC(C(C1)C(=O)OCC)C)CC1=CC=CC=C1 (ethyl 4-(dibenzylamino)-2-methylcyclopentanecarboxylate), C(C1=CC=CC=C1)N([C@H]1C[C@H]([C@H](C1)C(=O)OCC)C)CC1=CC=CC=C1 ((1S,2R,4S)-ethyl 4-(dibenzylamino)-2-methylcyclopentanecarboxylate). Reaction SMILES: [CH3:1][CH:2]1[CH2:6][C:5](=O)[CH2:4][CH:3]1[C:8]([O:10][CH2:11][CH3:12])=[O:9].CC(O)=O.[CH2:17]([NH:24][CH2:25][C:26]1[CH:31]=[CH:30][CH:29]=[CH:28][CH:27]=1)[C:18]1[CH:23]=[CH:22][CH:21]=[CH:20][CH:19]=1.C(O[BH-](OC(=O)C)OC(=O)C)(=O)C.[Na+].C([O-])(O)=O.[Na+]>ClCCCl>[CH2:25]([N:24]([CH2:17][C:18]1[CH:23]=[CH:22][CH:21]=[CH:20][CH:19]=1)[CH:5]1[CH2:4][CH:3]([C:8]([O:10][CH2:11][CH3:12])=[O:9])[CH:2]([CH3:1])[CH2:6]1)[C:26]1[CH:31]=[CH:30][CH:29]=[CH:28][CH:27]=1.[CH2:25]([N:24]([CH2:17][C:18]1[CH:23]=[CH:22][CH:21]=[CH:20][CH:19]=1)[C@@H:5]1[CH2:4][C@H:3]([C:8]([O:10][CH2:11][CH3:12])=[O:9])[C@H:2]([CH3:1])[CH2:6]1)[C:26]1[CH:31]=[CH:30][CH:29]=[CH:28][CH:27]=1 |f:3.4,5.6|. Reported procedure: A round bottom flask was charged with ethyl 2-methyl-4-oxocyclopentanecarboxylate (10.0 g, 58.8 mmol) and DCE (180 mL). The solution was cooled to about 0° C. and AcOH (5.7 mL, 100 mmol) and dibenzylamine (11.3 mL, 58.8 mmol) were added dropwise, resulting in formation of a thick suspension. The reaction mixture was warmed to about 10° C. and sodium triacetoxyborohydride (21.2 g, 100 mmol) was added portionwise. The reaction mixture was stirred at ambient temperature for about 20 h then slowly p... The reactants are COC=1C=C2C(=CC=NC2=CC1OC)OC1=CC=C(C=C1)N (6,7-Dimethoxy-4-(4-aminophenoxy)quinoline), C(C)(=O)C1=CC=C(C=C1)N=C=O (4-acetylphenyl isocyanate). The solvent is C1(=CC=CC=C1)C (toluene). Yields the product C(C)(=O)C1=CC=C(C=C1)NC(=O)NC1=CC=C(C=C1)OC1=CC=NC2=CC(=C(C=C12)OC)OC (N-(4-Acetylphenyl)-N'-{4-[(6,7-dimethoxy-4-quinolinyl)oxy]phenyl}urea). The yield is 63.5%. As a reaction SMILES: [CH3:1][O:2][C:3]1[CH:4]=[C:5]2[C:10](=[CH:11][C:12]=1[O:13][CH3:14])[N:9]=[CH:8][CH:7]=[C:6]2[O:15][C:16]1[CH:21]=[CH:20][C:19]([NH2:22])=[CH:18][CH:17]=1.[C:23]([C:26]1[CH:31]=[CH:30][C:29]([N:32]=[C:33]=[O:34])=[CH:28][CH:27]=1)(=[O:25])[CH3:24]>C1(C)C=CC=CC=1>[C:23]([C:26]1[CH:31]=[CH:30][C:29]([NH:32][C:33]([NH:22][C:19]2[CH:18]=[CH:17][C:16]([O:15][C:6]3[C:5]4[C:10](=[CH:11][C:12]([O:13][CH3:14])=[C:3]([O:2][CH3:1])[CH:4]=4)[N:9]=[CH:8][CH:7]=3)=[CH:21][CH:20]=2)=[O:34])=[CH:28][CH:27]=1)(=[O:25])[CH3:24]. Procedure details: 6,7-Dimethoxy-4-(4-aminophenoxy)quinoline (51 mg) was dissolved in toluene (3 ml) with heat, 4-acetylphenyl isocyanate (210 mg) was added, and the admixture was refluxed with heat for 20 minutes. The resulting residue was purified by column chromatography on silica gel eluting with chloroform/acetone (10/1) to obtain 50 mg of the title compound (yield: 64%). Starting materials: FC1=CC=C(C=C1)C1C(C2=CC=C(C=C2CC1)OC)CCCCCCCCCCSCCCCCC ((1RS,2RS)-2-p-fluorophenyl-1-(10-hexylthiodecyl)-1,2,3,4-tetrahydro-6-methoxynaphthalene), B(Br)(Br)Br (Boron tribromide). The solvent is C(Cl)Cl (methylene chloride), C(Cl)Cl (methylene chloride). Run at temperature -70 celsius, time 16 hour. Yields the product FC1=CC=C(C=C1)C1C(C2=CC=C(C=C2CC1)O)CCCCCCCCCCSCCCCCC ((1RS,2RS)-2-p-fluorophenyl-1-(10-hexylthiodecyl)-1,2,3,4-tetrahydronaphth-6-ol). As a reaction SMILES: B(Br)(Br)Br.[F:5][C:6]1[CH:11]=[CH:10][C:9]([CH:12]2[CH2:21][CH2:20][C:19]3[C:14](=[CH:15][CH:16]=[C:17]([O:22]C)[CH:18]=3)[CH:13]2[CH2:24][CH2:25][CH2:26][CH2:27][CH2:28][CH2:29][CH2:30][CH2:31][CH2:32][CH2:33][S:34][CH2:35][CH2:36][CH2:37][CH2:38][CH2:39][CH3:40])=[CH:8][CH:7]=1>C(Cl)Cl>[F:5][C:6]1[CH:11]=[CH:10][C:9]([CH:12]2[CH2:21][CH2:20][C:19]3[C:14](=[CH:15][CH:16]=[C:17]([OH:22])[CH:18]=3)[CH:13]2[CH2:24][CH2:25][CH2:26][CH2:27][CH2:28][CH2:29][CH2:30][CH2:31][CH2:32][CH2:33][S:34][CH2:35][CH2:36][CH2:37][CH2:38][CH2:39][CH3:40])=[CH:8][CH:7]=1. Procedure: Boron tribromide (0.66 ml. of a molar solution in methylene chloride) was added to a stirred solution of the (1RS,2RS)-2-p-fluorophenyl-1-(10-hexylthiodecyl)-1,2,3,4-tetrahydro-6-methoxynaphthalene thus obtained (0.11 g.) in methylene chloride (4 ml.) which was cooled to -70° C., and the mixture was allowed to warm up to laboratory temperature, stirred at that temperature for 16 hours and then poured onto ice (20 g.). The mixture was extracted three times with methylene chloride (10 ml. each tim...